Dataset: the Open Reaction Database (ORD), a public repository of structured organic reaction records. Task: describe an organic reaction: reactants, conditions, products, and yield Starting materials: NC1C2CC3CC(C2)CC1C3, COc1ccc(Cl)c(CN(Cc2cccc(CN3C(C(=O)O)CCS3(=O)=O)c2)C(CN(C)C)CC(C)(C)C)c1F, Cl. The product is COc1ccc(Cl)c(CN(Cc2cccc(CN3C(C(=O)NC4C5CC6CC(C5)CC4C6)CCS3(=O)=O)c2)C(CN(C)C)CC(C)(C)C)c1F. RXN SMILES: [CH:42]12[CH:43]([NH2:52])[CH:44]3[CH2:45][CH:46]([CH2:47][CH:48]([CH2:49]1)[CH2:50]3)[CH2:51]2.[Cl:1][c:2]1[cH:3][cH:4][c:5]([O:39][CH3:40])[c:6]([F:38])[c:7]1[CH2:8][N:9]([CH:10]([CH2:11][C:12]([CH3:13])([CH3:14])[CH3:15])[CH2:16][N:17]([CH3:18])[CH3:19])[CH2:20][c:21]1[cH:22][c:23]([CH2:24][N:25]2[S:26](=[O:33])(=[O:34])[CH2:27][CH2:28][CH:29]2[C:30](=[O:31])[OH:32])[cH:35][cH:36][cH:37]1.[ClH:41]>>[Cl:1][c:2]1[cH:3][cH:4][c:5]([O:39][CH3:40])[c:6]([F:38])[c:7]1[CH2:8][N:9]([CH:10]([CH2:11][C:12]([CH3:13])([CH3:14])[CH3:15])[CH2:16][N:17]([CH3:18])[CH3:19])[CH2:20][c:21]1[cH:22][c:23]([CH2:24][N:25]2[S:26](=[O:33])(=[O:34])[CH2:27][CH2:28][CH:29]2[C:30](=[O:31])[NH:52][CH:43]2[CH:42]3[CH2:49][CH:48]4[CH2:47][CH:46]([CH2:45][CH:44]2[CH2:50]4)[CH2:51]3)[cH:35][cH:36][cH:37]1. Reactants: S1N=C(C=C1)CNCCN (N-(3-Isothiazolylmethyl)ethylenediamine), CN=C=O (methyl isocyanate), C(CN)N (ethylenediamine), BrCC1=NSC=C1 (3-bromomethylisothiazole). Product: CNC(=O)NCCNCC1=NSC=C1 (N-Methyl-N'-[2-(3-isothiazolylmethylamino)ethyl]urea). Procedure: N-(3-Isothiazolylmethyl)ethylenediamine, prepared by reacting ethylenediamine with 3-bromomethylisothiazole by the procedure of Example 40(a), is reacted with methyl isocyanate by the procedure of Example 24 to give, after concentrating and separating by column chromatography, the title compound. Reaction SMILES: [S:1]1[CH:5]=[CH:4][C:3]([CH2:6][NH:7][CH2:8][CH2:9][NH2:10])=[N:2]1.C(N)CN.BrCC1C=CSN=1.[CH3:22][N:23]=[C:24]=[O:25]>>[CH3:22][NH:23][C:24]([NH:10][CH2:9][CH2:8][NH:7][CH2:6][C:3]1[CH:4]=[CH:5][S:1][N:2]=1)=[O:25]. The reactants are resultant mixture, BrC1=CC=C(C2=C1NC(N2CCCCl)=O)C(=O)OC (methyl 7-bromo-3-(3-chloropropyl)-2-oxo-2,3-dihydro-1H-benzimidazole-4-carboxylate), P(=O)(Cl)(Cl)Cl (phosphoryl chloride), P(=O)(Cl)(Cl)Cl (Phosphoryl chloride), P(=O)(Cl)(Cl)Cl (Phosphoryl chloride), resultant mixture. Reaction conditions: temperature 100 celsius, time 2 hour. Product: BrC1=CC=C(C=2N(C(=NC21)Cl)CCCCl)C(=O)OC (Methyl 4-bromo-2-chloro-1-(3-chloropropyl)-1H-benzimidazole-7-carboxylate). Yield: 83.0%. RXN SMILES: [Br:1][C:2]1[C:7]2[NH:8][C:9](=O)[N:10]([CH2:11][CH2:12][CH2:13][Cl:14])[C:6]=2[C:5]([C:16]([O:18][CH3:19])=[O:17])=[CH:4][CH:3]=1.P(Cl)(Cl)([Cl:22])=O>>[Br:1][C:2]1[C:7]2[N:8]=[C:9]([Cl:22])[N:10]([CH2:11][CH2:12][CH2:13][Cl:14])[C:6]=2[C:5]([C:16]([O:18][CH3:19])=[O:17])=[CH:4][CH:3]=1. Procedure: A mixture of methyl 7-bromo-3-(3-chloropropyl)-2-oxo-2,3-dihydro-1H-benzimidazole-4-carboxylate (490 mg, 1.41 mmol) and phosphoryl chloride (14 mL) was stirred at 100° C. for 2 h. Phosphoryl chloride (9 mL) was added to the reaction mixture and the resultant mixture was stirred at 100° C. for 3 h. Phosphoryl chloride (15 mL) was added to the reaction mixture, and the resultant mixture was stirred at 100° C. for 3 h, concentrated in vacuo, and diluted with ethyl acetate and aqueous sodium bicarbo... Starting materials: C(C)(=O)O (acetic acid), CN1C(=NC=C1)C=O (1-methyl-2-imidazole carboxaldehyde), C(#N)[BH3-].[Na+] (sodium cyanoborohydride), C(CC)N(CCCCNC(=S)NC1=CC=C(C=C1)CNCC=1NC=CN1)CCC (1-(4-dipropylamino-butyl)-3-(4-{[(1H-imidazol-2-ylmethyl)-amino]-methyl}-phenyl)-thiourea). The solvent is CO (methanol). Run at time 13.5 hour. Yields the product C(CC)N(CCCCNC(=S)NC1=CC=C(C=C1)CN(CC=1N(C=CN1)C)CC=1NC=CN1)CCC (1-(4-dipropylamino-butyl)-3-(4-{[(1H-imidazol-2-ylmethyl)-(1-methyl-1H-imidazol-2-ylmethyl)-amino]-methyl}-phenyl)-thiourea). RXN SMILES: [CH2:1]([N:4]([CH2:27][CH2:28][CH3:29])[CH2:5][CH2:6][CH2:7][CH2:8][NH:9][C:10]([NH:12][C:13]1[CH:18]=[CH:17][C:16]([CH2:19][NH:20][CH2:21][C:22]2[NH:23][CH:24]=[CH:25][N:26]=2)=[CH:15][CH:14]=1)=[S:11])[CH2:2][CH3:3].[CH3:30][N:31]1[CH:35]=[CH:34][N:33]=[C:32]1[CH:36]=O.C([BH3-])#N.[Na+].C(O)(=O)C>CO>[CH2:27]([N:4]([CH2:1][CH2:2][CH3:3])[CH2:5][CH2:6][CH2:7][CH2:8][NH:9][C:10]([NH:12][C:13]1[CH:14]=[CH:15][C:16]([CH2:19][N:20]([CH2:21][C:22]2[NH:26][CH:25]=[CH:24][N:23]=2)[CH2:36][C:32]2[N:31]([CH3:30])[CH:35]=[CH:34][N:33]=2)=[CH:17][CH:18]=1)=[S:11])[CH2:28][CH3:29] |f:2.3|. Procedure: The compound (93.8 mg) obtained in Example 35-2 was dissolved in anhydrous methanol (3.8 ml) and added with 1-methyl-2-imidazole carboxaldehyde (38.5 mg) and sodium cyanoborohydride (43.4 mg). The solution was adjusted to pH 5 with acetic acid and stirred at room temperature for 13.5 hours. After completion of the reaction, the solvent was distilled off. The resultant was added with a 1 mol/l sodium hydroxide aqueous solution and the whole was subjected to extraction with chloroform. The resulta... Procedure: 2-Cyano-3,5-dibromopyridine (prepared in the above (2)) 3.27 g is added to a mixture of acetic acid 14 ml, sulfuric acid 14 ml and water 14 ml, and the mixture is refluxed at 140° C. for 4 hours. The reaction mixture is cooled and water is added thereto. The resulting precipitate is filtered and washed with water. The precipitate is dissolved in ether, washed and dried. The solvent is removed in vacuo and crystallized from a mixture of ether and hexane to give 3,5-dibromopyridine-2-carboxylic ac... The product is BrC=1C(=NC=C(C1)Br)C(=O)O (3,5-dibromopyridine-2-carboxylic acid). Reactants: C(#N)C1=NC=C(C=C1Br)Br (2-Cyano-3,5-dibromopyridine), ( 2 ), C(C)(=O)O (acetic acid), S(O)(O)(=O)=O (sulfuric acid). Solvent: O (water), O (water). Reaction conditions: temperature 140 celsius. As a reaction SMILES: C([C:3]1[C:8]([Br:9])=[CH:7][C:6]([Br:10])=C[N:4]=1)#N.[C:11]([OH:14])(=[O:13])[CH3:12].S(=O)(=O)(O)O>O>[Br:10][C:6]1[C:12]([C:11]([OH:14])=[O:13])=[N:4][CH:3]=[C:8]([Br:9])[CH:7]=1. Yields the product C1=CC=CC=2C3=CC=CC=C3N(C12)C1=CC=C(C=C1)C=1OC(=NN1)C1=CC(=CC=C1)OC (2-(4-Carbazol-9-ylphenyl)-5-(3-methoxyphenyl)-1,3,4-oxadiazole). Reactants: IC1=CC=C(C=C1)C=1OC(=NN1)C1=CC(=CC=C1)OC (2-(4-iodophenyl)-5-(3-methoxyphenyl)-1,3,4-oxadiazole), C1=CC=CC=2C3=CC=CC=C3NC12 (carbazole), Cu, C([O-])([O-])=O.[K+].[K+] (potassium carbonate). Run in CN(C)C=O (DMF). RXN SMILES: I[C:2]1[CH:7]=[CH:6][C:5]([C:8]2[O:9][C:10]([C:13]3[CH:18]=[CH:17][CH:16]=[C:15]([O:19][CH3:20])[CH:14]=3)=[N:11][N:12]=2)=[CH:4][CH:3]=1.[CH:21]1[C:33]2[NH:32][C:31]3[C:26](=[CH:27][CH:28]=[CH:29][CH:30]=3)[C:25]=2[CH:24]=[CH:23][CH:22]=1.C(=O)([O-])[O-].[K+].[K+]>CN(C=O)C>[CH:30]1[C:31]2[N:32]([C:2]3[CH:7]=[CH:6][C:5]([C:8]4[O:9][C:10]([C:13]5[CH:18]=[CH:17][CH:16]=[C:15]([O:19][CH3:20])[CH:14]=5)=[N:11][N:12]=4)=[CH:4][CH:3]=3)[C:33]3[C:25](=[CH:24][CH:23]=[CH:22][CH:21]=3)[C:26]=2[CH:27]=[CH:28][CH:29]=1 |f:2.3.4|. Procedure: To a solution of 2-(4-iodophenyl)-5-(3-methoxyphenyl)-1,3,4-oxadiazole (3.0 g, 7.93 mmol), carbazole (1.5 g, 8.97 mmol), Cu (2.0 g, 31.47 mmol) in DMF (20.0 ml) was added potassium carbonate (4.0 g, 28.94 mmol) under nitrogen and stirring. Heating was started. The reaction was carried out at 150° C. for 4 h. After cooling, the reaction mixture was filtrated. The solid residues were carefully washed with THF. THF was evaporated from the combined filtration solution, Water (200.0 ml) was added, th... Reaction conditions: time 4 hour. Reactants: O (Water), C([O-])([O-])=O.[K+].[K+] (Potassium carbonate), IC (iodomethane), FC1=C(C(=O)O)C=C(C(=C1)C(=O)O)C (2-fluoro-5-methylterephthalic acid), CN(C)C=O (DMF). Run at time 8 hour. Yields the product FC1=C(C(=O)OC)C=C(C(=C1)C(=O)OC)C (dimethyl 2-fluoro-5-methylterephthalate). As a reaction SMILES: [C:1](=O)([O-])[O-].[K+].[K+].IC.[F:9][C:10]1[CH:18]=[C:17]([C:19](O)=[O:20])[C:16]([CH3:22])=[CH:15][C:11]=1[C:12]([OH:14])=[O:13].O.CN([CH:27]=[O:28])C>>[F:9][C:10]1[CH:18]=[C:17]([C:19]([O:28][CH3:27])=[O:20])[C:16]([CH3:22])=[CH:15][C:11]=1[C:12]([O:14][CH3:1])=[O:13] |f:0.1.2|. Reported procedure: Potassium carbonate (1.2 g) and iodomethane (0.7 ml) were added to a solution of 2-fluoro-5-methylterephthalic acid (755 mg) in DMF (5 ml), followed by stirring at room temperature overnight. Water was added to the reaction solution, followed by extraction with ethyl acetate. The organic layer was further washed with water and then saturated brine, the solvent was evaporated under reduced pressure, the residue was purified by silica gel column chromatography (hexane:ethyl acetate=100:0 to 90:10)... Starting materials: OC1=NC=C(C=C1)[N+](=O)[O-] (2-hydroxy-5-nitro pyridine), ClC(C(=O)[O-])(F)F.[Na+] (sodium chlorodifluoroacetate). Run in C(C)#N (acetonitrile). Product: FC(OC1=NC=C(C=C1)[N+](=O)[O-])F (2-(difluoromethoxy)-5-nitropyridine). Isolated yield 6.7%. RXN SMILES: [OH:1][C:2]1[CH:7]=[CH:6][C:5]([N+:8]([O-:10])=[O:9])=[CH:4][N:3]=1.Cl[C:12]([F:17])([F:16])C([O-])=O.[Na+]>C(#N)C>[F:16][CH:12]([F:17])[O:1][C:2]1[CH:7]=[CH:6][C:5]([N+:8]([O-:10])=[O:9])=[CH:4][N:3]=1 |f:1.2|. Procedure details: To a solution of 2-hydroxy-5-nitro pyridine (10 g, 0.071 mol) in acetonitrile (100 mL) was added sodium chlorodifluoroacetate (11.5 g, 0.075 mol). The reaction mass was refluxed for 72 h. The excess of solvent was removed under vacuum and the reaction mass was diluted with ethyl acetate and water. The organic layer was separated, dried over anhydrous sodium sulphate and concentrated. The obtained crude was purified by column chromatography on neutral alumina eluting with 10% EtOAc: Pet.ether to ... Reactants: COC(\C=C\CBr)=O (4-bromocrotonic acid methyl ester), BrC/C=C/C(=O)OC (methyl 4-bromocrotonate), O (water), C(C)(C)(C)OC(C1=CC=C(C=C1)C(C)=O)=O (4-acetylbenzoic acid tert-butyl ester), C(C)(=O)O (acetic acid). The reagents and catalysts are II (iodine), [Zn] (zinc), [Zn] (zinc). Solvent: CCOCC (ether), benzene-ether-tetrahydrofuran. Run at temperature 70 celsius. Product: C(C)(C)(C)OC(=O)C1=CC=C(C=C1)C(CC=CC(=O)O)(C)O (5-[4-(tert-butoxycarbonyl)phenyl]-5-hydroxy-2-hexenoic acid). Reaction SMILES: [C:1]([O:5][C:6](=[O:16])[C:7]1[CH:12]=[CH:11][C:10]([C:13](=[O:15])[CH3:14])=[CH:9][CH:8]=1)([CH3:4])([CH3:3])[CH3:2].C[O:18][C:19](=[O:24])/[CH:20]=[CH:21]/CBr.O.[C:26](O)(=O)C>[Zn].II.CCOCC>[C:1]([O:5][C:6]([C:7]1[CH:8]=[CH:9][C:10]([C:13]([OH:15])([CH3:26])[CH2:14][CH:21]=[CH:20][C:19]([OH:24])=[O:18])=[CH:11][CH:12]=1)=[O:16])([CH3:4])([CH3:2])[CH3:3]. Procedure details: To a suspension obtained by adding a solution of 4-acetylbenzoic acid tert-butyl ester (7.82 g) in benzene-ether-tetrahydrofuran (3:3:2, 80 ml) to 4.64 g (71 mmol) of zinc, were added gradually under heating and stirring 4-bromocrotonic acid methyl ester (6.36 g) and iodine (20 mg). After reflux under heating in an oil bath at 70° C. for 1 hour, methyl 4-bromocrotonate (2.13 g) and zinc (1.55 g) were added, followed by reflux under heating for 30 minutes. The temperature was cooled down to room ... The reactants are CCOC(=O)COc1cc(-c2ccccc2S(C)(=O)=O)ccc1CCNS(=O)(=O)c1cc(C#N)ccc1OC, CCOC(C)=O, CN(C)C=O, Cc1ccccc1, [Cl-], Cl, [Li+]. Product: CCOC(=O)COc1cc(-c2ccccc2S(C)(=O)=O)ccc1CCNS(=O)(=O)c1cc(C#N)ccc1O. As a reaction SMILES: [C:1](#[N:2])[c:3]1[cH:4][cH:5][c:6]([O:38][CH3:39])[c:7]([S:9](=[O:10])(=[O:11])[NH:12][CH2:13][CH2:14][c:15]2[c:16]([O:31][CH2:32][C:33](=[O:34])[O:35][CH2:36][CH3:37])[cH:17][c:18](-[c:21]3[c:22]([S:27](=[O:28])(=[O:29])[CH3:30])[cH:23][cH:24][cH:25][cH:26]3)[cH:19][cH:20]2)[cH:8]1.[CH3:42][CH2:43][O:44][C:45](=[O:46])[CH3:47].[CH3:49][N:50]([CH3:51])[CH:52]=[O:53].[CH3:54][c:55]1[cH:56][cH:57][cH:58][cH:59][cH:60]1.[Cl-:41].[ClH:48].[Li+:40]>>[C:1](#[N:2])[c:3]1[cH:4][cH:5][c:6]([OH:38])[c:7]([S:9](=[O:10])(=[O:11])[NH:12][CH2:13][CH2:14][c:15]2[c:16]([O:31][CH2:32][C:33](=[O:34])[O:35][CH2:36][CH3:37])[cH:17][c:18](-[c:21]3[c:22]([S:27](=[O:28])(=[O:29])[CH3:30])[cH:23][cH:24][cH:25][cH:26]3)[cH:19][cH:20]2)[cH:8]1.